Dataset: the Open Reaction Database (ORD), a public repository of structured organic reaction records. Task: describe an organic reaction: reactants, conditions, products, and yield Starting materials: BrC=1C=C(C=CC1)C1CC(C1)=O (3-(3-bromophenyl)cyclobutanone), C(C)OC(C=P(C1=CC=CC=C1)(C1=CC=CC=C1)C1=CC=CC=C1)=O (triphenylphosphoranylidene acetic acid ethyl ester). Solvent: ClCCl (dichloromethane). Yields the product C(C)OC(C=C1CC(C1)C1=CC(=CC=C1)Br)=O ([3-(3-bromophenyl)cyclobutylidene]acetic acid ethyl ester). The yield is 89.0%. RXN SMILES: [Br:1][C:2]1[CH:3]=[C:4]([CH:8]2[CH2:11][C:10](=O)[CH2:9]2)[CH:5]=[CH:6][CH:7]=1.[CH2:13]([O:15][C:16](=[O:37])[CH:17]=P(C1C=CC=CC=1)(C1C=CC=CC=1)C1C=CC=CC=1)[CH3:14]>ClCCl>[CH2:13]([O:15][C:16](=[O:37])[CH:17]=[C:10]1[CH2:11][CH:8]([C:4]2[CH:5]=[CH:6][CH:7]=[C:2]([Br:1])[CH:3]=2)[CH2:9]1)[CH3:14]. Reported procedure: A solution of 3-(3-bromophenyl)cyclobutanone (2.03 g 9.02 mmol) and triphenylphosphoranylidene acetic acid ethyl ester (15.72 gms 45.12 mmol) dichloromethane was irradiated in a CEM Discover™ microwave instrument for 30 minutes at 120° C. Pressure reached a maximum of 180 PSI. Standard work-up procedures followed by purification by column chromatography (isocratic; 10% diethyl ether in hexanes) afforded [3-(3-bromophenyl)cyclobutylidene]acetic acid ethyl ester as an oil, 2.37 g (89% yield), 1H N... Starting materials: CC1=C(C(=CC(=C1)[N+](=O)[O-])C)N1C(C(=CC=C1)OC)=O (1-(2,6-Dimethyl-4-nitrophenyl)-3-methoxypyridin-2(1H)-one), C(=O)[O-].[NH4+] (ammonium formate). The reagents and catalysts are [Pd] (palladium/carbon). The solvent is C(C)(=O)OCC (ethyl acetate), C(C)O (ethanol). Reaction conditions: temperature 80 celsius, time 2 hour. Yields the product NC1=CC(=C(C(=C1)C)N1C(C(=CC=C1)OC)=O)C (1-(4-Amino-2,6-dimethylphenyl)-3-methoxypyridin-2(1H)-one). As a reaction SMILES: [CH3:1][C:2]1[CH:7]=[C:6]([N+:8]([O-])=O)[CH:5]=[C:4]([CH3:11])[C:3]=1[N:12]1[CH:17]=[CH:16][CH:15]=[C:14]([O:18][CH3:19])[C:13]1=[O:20].C([O-])=O.[NH4+]>C(OCC)(=O)C.C(O)C.[Pd]>[NH2:8][C:6]1[CH:5]=[C:4]([CH3:11])[C:3]([N:12]2[CH:17]=[CH:16][CH:15]=[C:14]([O:18][CH3:19])[C:13]2=[O:20])=[C:2]([CH3:1])[CH:7]=1 |f:1.2|. Reported procedure: 2.05 g (7.47 mmol) of the compound from Example 69A are dissolved in 70 ml of ethyl acetate and 70 ml of ethanol, 2.35 g (37.4 mmol) of ammonium formate and 0.39 g (0.37 mmol) of palladium/carbon (10%) are added and the mixture is stirred at 80° C. for 2 h. For work-up, the reaction solution is brought to room temperature and passed through a silica gel frit. The filter cake is washed with ethanol and the filtrate is concentrated under reduced pressure. The reaction product (1.65 g) is reacted w... The reactants are O[C@]1(CC[C@H]2[C@@H]3CCC4=CC(CCC4=C3[C@H](C[C@]12C)C1=CC=C(C=C1)[C@@H](C)O)=O)C(C(F)(F)F)(F)F ((8S,11R,13S,14S,17S)-17-hydroxy-11-[4-((R)-1-hydroxyethyl)phenyl]-1 3-methyl-17-pentafluoroethyl-1,2,6,7,8,11,12,13,14,15,16,17-dodecahydrocyclopenta[a]phenanthren-3-one), C(C=C)OC(=O)N[C@H](C(=O)O)C ((S)-2-allyloxycarbonylaminopropanoic acid). Yields the product O[C@]1(CC[C@H]2[C@@H]3CCC4=CC(CCC4=C3[C@H](C[C@]12C)C1=CC=C(C=C1)[C@@H](C)OC([C@H](C)NC(=O)OCC=C)=O)=O)C(C(F)(F)F)(F)F ((S)-2-Allyloxycarbonylaminopropionic acid (R)-1-[4-((8S,11R,13S,14S,17S)-17-hydroxy-13-methyl-3-oxo-17-pentafluoroethyl-2,3,6,7,8,11,12,13,14,15,16,17-dodecahydro-1H-cyclopenta[a]phenanthren-11-yl)phenyl]ethyl ester). Isolated yield 72.0%. As a reaction SMILES: [OH:1][C@:2]1([C:30]([F:36])([F:35])[C:31]([F:34])([F:33])[F:32])[C@:18]2([CH3:19])[C@H:5]([C@H:6]3[C:15]([C@@H:16]([C:20]4[CH:25]=[CH:24][C:23]([C@H:26]([OH:28])[CH3:27])=[CH:22][CH:21]=4)[CH2:17]2)=[C:14]2[C:9](=[CH:10][C:11](=[O:29])[CH2:12][CH2:13]2)[CH2:8][CH2:7]3)[CH2:4][CH2:3]1.[CH2:37]([O:40][C:41]([NH:43][C@@H:44]([CH3:48])[C:45](O)=[O:46])=[O:42])[CH:38]=[CH2:39]>>[OH:1][C@:2]1([C:30]([F:35])([F:36])[C:31]([F:32])([F:33])[F:34])[C@:18]2([CH3:19])[C@H:5]([C@H:6]3[C:15]([C@@H:16]([C:20]4[CH:21]=[CH:22][C:23]([C@H:26]([O:28][C:45](=[O:46])[C@@H:44]([NH:43][C:41]([O:40][CH2:37][CH:38]=[CH2:39])=[O:42])[CH3:48])[CH3:27])=[CH:24][CH:25]=4)[CH2:17]2)=[C:14]2[C:9](=[CH:10][C:11](=[O:29])[CH2:12][CH2:13]2)[CH2:8][CH2:7]3)[CH2:4][CH2:3]1. Procedure details: In analogy to Example 5, 150 mg (0.29 mmol) of (8S,11R,13S,14S,17S)-17-hydroxy-11-[4-((R)-1-hydroxyethyl)phenyl]-1 3-methyl-17-pentafluoroethyl-1,2,6,7,8,11,12,13,14,15,16,17-dodecahydrocyclopenta[a]phenanthren-3-one were converted using (S)-2-allyloxycarbonylaminopropanoic acid and, after workup and purification, 140 mg (72%) of the title compound were isolated as a colourless foam. As a reaction SMILES: [CH3:1][O:2][C:3]1[CH:4]=[CH:5][C:6]2[C:10]([C:11]([C:13]3[CH:18]=[CH:17][C:16]([O:19][CH2:20][CH2:21][N:22]4[CH2:27][CH2:26][CH2:25][CH2:24][CH2:23]4)=[CH:15][CH:14]=3)=[O:12])=[C:9]([CH:28]3[CH2:33][CH2:32][C:31](=[O:34])[CH2:30][CH2:29]3)[S:8][C:7]=2[CH:35]=1.[BH4-].[Na+].O>CO.C1COCC1>[CH3:1][O:2][C:3]1[CH:4]=[CH:5][C:6]2[C:10]([C:11]([C:13]3[CH:18]=[CH:17][C:16]([O:19][CH2:20][CH2:21][N:22]4[CH2:23][CH2:24][CH2:25][CH2:26][CH2:27]4)=[CH:15][CH:14]=3)=[O:12])=[C:9]([CH:28]3[CH2:29][CH2:30][CH:31]([OH:34])[CH2:32][CH2:33]3)[S:8][C:7]=2[CH:35]=1 |f:1.2|. Reactants: [BH4-].[Na+] (sodium borohydride), COC=1C=CC2=C(SC(=C2C(=O)C2=CC=C(C=C2)OCCN2CCCCC2)C2CCC(CC2)=O)C1 ([6-methoxy-2-(4-oxocyclohexyl)benzo[b]thien-3-yl][4-[2-(1-piperidinyl)ethoxy]phenyl]methanone), O (Water). The yield is 63.7%. Run in C1CCOC1 (THF), CO (methanol). Run at temperature 0 celsius, time 15 minute. Product: COC=1C=CC2=C(SC(=C2C(=O)C2=CC=C(C=C2)OCCN2CCCCC2)C2CCC(CC2)O)C1 ([6-methoxy-2-(4-hydroxycyclohexyl)benzo[b]thien-3-yl][4-[2-(1-piperidinyl)ethoxy]phenyl]methanone). Reported procedure: 50 mg of [6-methoxy-2-(4-oxocyclohexyl)benzo[b]thien-3-yl][4-[2-(1-piperidinyl)ethoxy]phenyl]methanone was dissolved in 4 ml of methanol and 0.5 ml of THF, followed by ice cooling, 6 mg of sodium borohydride was added, and the mixture was stirred at 0° C. for 15 minutes. Water was added to the reaction mixture, and the mixture was extracted with ethyl acetate. The organic layer was washed with water and dried over anhydrous sodium sulfate, and then the solvent was distilled off. The resultant cr... The reactants are COC1=CC=C(CN)C=C1 (4-Methoxybenzylamine), ClC=1C(N(C(=C(N1)Cl)C)CC(=O)O)=O (3,5-dichloro-6-methyl-1-carboxymethylpyrazinone). The solvent is O1CCOCC1 (dioxane). Run at temperature 60 celsius. Yields the product COC1=CC=C(CNC=2C(N(C(=C(N2)Cl)C)CC(=O)O)=O)C=C1 (3-(4-Methoxybenzylamino)-5-chloro-6-methyl-1-carboxymethylpyrazinone). RXN SMILES: [CH3:1][O:2][C:3]1[CH:10]=[CH:9][C:6]([CH2:7][NH2:8])=[CH:5][CH:4]=1.Cl[C:12]1[C:13](=[O:24])[N:14]([CH2:20][C:21]([OH:23])=[O:22])[C:15]([CH3:19])=[C:16]([Cl:18])[N:17]=1>O1CCOCC1>[CH3:1][O:2][C:3]1[CH:10]=[CH:9][C:6]([CH2:7][NH:8][C:12]2[C:13](=[O:24])[N:14]([CH2:20][C:21]([OH:23])=[O:22])[C:15]([CH3:19])=[C:16]([Cl:18])[N:17]=2)=[CH:5][CH:4]=1. Reported procedure: 4-Methoxybenzylamine (0.83 ml, 6.33 mmol) was added to a stirred solution of 3,5-dichloro-6-methyl-1-carboxymethylpyrazinone (0.50 g, 2.11 mmol) in dioxane (6 ml) and the resulting mixture was warmed to 60° C. After 16 h the reaction mixture was partitioned between chloroform and 10% citric acid solution and the organic layer was dried (Na2SO4) and evaporated in vacuo. The crude product was purified by flash column chromatography (eluting with 2% methanol/chloroform/2% acetic acid) to give after... Starting materials: CC1=C(C(=CC=C1)C)C1=NC(=C(C(=O)[O-])C(=C1)OC)C=C (6-(2,6-dimethylphenyl)-4-methoxy-2-vinylnicotinate), C(C)(C)C=1C=CC(=C(N)C1)C (5-isopropyl-2-methylaniline). Solvent: C1(=CC=CC=C1)C (toluene), C(C)(=O)O (acetic acid). Reaction conditions: time 12 hour. Product: CC1=C(C(=CC=C1)C)C1=NC=2CCN(C(C2C(=C1)OC)=O)C1=C(C=CC(=C1)C(C)C)C (2-(2,6-dimethylphenyl)-6-(5-isopropyl-2-methylphenyl)-4-methoxy-7,8-dihydro-1,6-naphthyridin-5(6H)-one). Reaction SMILES: [CH3:1][C:2]1[CH:7]=[CH:6][CH:5]=[C:4]([CH3:8])[C:3]=1[C:9]1[CH:17]=[C:16]([O:18][CH3:19])[C:12]([C:13]([O-])=[O:14])=[C:11]([CH:20]=[CH2:21])[N:10]=1.[CH:22]([C:25]1[CH:26]=[CH:27][C:28]([CH3:32])=[C:29]([CH:31]=1)[NH2:30])([CH3:24])[CH3:23]>C1(C)C=CC=CC=1.C(O)(=O)C>[CH3:8][C:4]1[CH:5]=[CH:6][CH:7]=[C:2]([CH3:1])[C:3]=1[C:9]1[CH:17]=[C:16]([O:18][CH3:19])[C:12]2[C:13](=[O:14])[N:30]([C:29]3[CH:31]=[C:25]([CH:22]([CH3:23])[CH3:24])[CH:26]=[CH:27][C:28]=3[CH3:32])[CH2:21][CH2:20][C:11]=2[N:10]=1. Reported procedure: A solution of 6-(2,6-dimethylphenyl)-4-methoxy-2-vinylnicotinate (1.77 g, 5.95 mmol) and 5-isopropyl-2-methylaniline (4.44 g, 29.8 mmol) in toluene (26.5 mL) and acetic acid (13.2 mL) was heated to 110° C. and stirred at that temperature. After 12 h, the reaction mixture was removed from the heat and concentrated on the rotovap to remove the bulk of the solvent. The residue was partitioned between EtOAc and aqueous 1 N sodium hydroxide solution with added brine. The layers were separated and the... Reactants: C(C)(C)(C)OC(NC1=C(C=C(C=C1)I)[N+](=O)[O-])=O ((4-Iodo-2-nitro-phenyl)-carbamic acid tert.-butyl ester), B1(OC(C(O1)(C)C)(C)C)B2OC(C(O2)(C)C)(C)C (bis(pinacolato)diboron), IC=1C=C(C=CC1)C (3-iodotoluene). The product is C(C)(C)(C)OC(NC1=C(C=C(C=C1)C1=CC(=CC=C1)C)[N+](=O)[O-])=O ((3′-Methyl-3-nitro-biphenyl-4-yl)-carbamic acid tert.-butyl ester). As a reaction SMILES: [C:1]([O:5][C:6](=[O:18])[NH:7][C:8]1[CH:13]=[CH:12][C:11](I)=[CH:10][C:9]=1[N+:15]([O-:17])=[O:16])([CH3:4])([CH3:3])[CH3:2].B1(B2OC(C)(C)C(C)(C)O2)OC(C)(C)C(C)(C)O1.I[C:38]1[CH:39]=[C:40]([CH3:44])[CH:41]=[CH:42][CH:43]=1>>[C:1]([O:5][C:6](=[O:18])[NH:7][C:8]1[CH:13]=[CH:12][C:11]([C:38]2[CH:43]=[CH:42][CH:41]=[C:40]([CH3:44])[CH:39]=2)=[CH:10][C:9]=1[N+:15]([O-:17])=[O:16])([CH3:4])([CH3:3])[CH3:2]. Procedure: Prepared from (4-iodo-2-nitro-phenyl)-carbamic acid tert.-butyl ester (Example A1), bis(pinacolato)diboron and 3-iodotoluene according to the general procedure C. Obtained as a yellow solid (524 mg). Reaction SMILES: [N+:1]([C:4]1[CH:9]=[CH:8][C:7]([CH:10]=[CH:11][CH:12]2[CH2:17][S:16][C:15](=[O:18])[NH:14][NH:13]2)=[CH:6][CH:5]=1)([O-])=O>N1C=CC=CC=1.O>[NH2:1][C:4]1[CH:9]=[CH:8][C:7]([CH:10]=[CH:11][CH:12]2[CH2:17][S:16][C:15](=[O:18])[NH:14][NH:13]2)=[CH:6][CH:5]=1. Reactants: [N+](=O)([O-])C1=CC=C(C=C1)C=CC1NNC(SC1)=O (5-[2-(4-nitrophenyl)ethenyl]-5,6-dihydro-1,3,4-thiadiazin-2(3H)one). The solvent is N1=CC=CC=C1 (pyridine), O (water). Procedure details: To a solution containing 7.5 g of 5-[2-(4-nitrophenyl)ethenyl]-5,6-dihydro-1,3,4-thiadiazin-2(3H)one (Example 46) in 300 ml of pyridine 18.0 g sodium dithionite in 150 ml of water was gradually added. The mixture was refluxed for 5 h. The organic phase was separated and evaporated to dryness in vacuo. The residue was treated with water and the product was filtered. Yield 4.0 g (60%), mp. 188°-196° C. Yields the product NC1=CC=C(C=C1)C=CC1NNC(SC1)=O (5-[2-(4-aminophenyl)ethenyl]-5,6-dihydro-1,3,4-thiadiazin-2(3H)one). Reactants: ClC=1C=C(C=C(C1C[C@H]1C(N(CC1)N1CCC(CC1)O)=O)Cl)OS(=O)(=O)C(F)(F)F (trifluoro-methanesulfonic acid (R)-3,5-dichloro-4-[1-(4-hydroxy-piperidin-1-yl)-2-oxo-pyrrolidin-3-ylmethyl]-phenyl ester), FC1=CC=C(C=C1)B(O)O (4-fluorophenylboronic acid), C([O-])([O-])=O.[Na+].[Na+] (sodium carbonate). The reagents and catalysts are C=1C=CC(=CC1)[P](C=2C=CC=CC2)(C=3C=CC=CC3)[Pd]([P](C=4C=CC=CC4)(C=5C=CC=CC5)C=6C=CC=CC6)([P](C=7C=CC=CC7)(C=8C=CC=CC8)C=9C=CC=CC9)[P](C=1C=CC=CC1)(C=1C=CC=CC1)C=1C=CC=CC1 (Pd(PPh3)4). Run in C1CCOC1 (THF), O (water), C(C)(=O)OCC (ethyl acetate). Conditions: temperature 80 celsius, time 2.5 hour. The product is FC(C(=O)O)(F)F.ClC=1C=C(C=C(C1C[C@H]1C(N(CC1)N1CCC(CC1)O)=O)Cl)C1=CC=C(C=C1)F ((R)-3-(3,5-Dichloro-4′-fluoro-biphenyl-4-ylmethyl)-1-(4-hydroxy-piperidin-1-yl)-pyrrolidin-2-one Trifluoro Acetate). The yield is 17.3%. Reaction SMILES: [Cl:1][C:2]1[CH:3]=[C:4](OS([C:27]([F:30])([F:29])[F:28])(=O)=O)[CH:5]=[C:6]([Cl:22])[C:7]=1[CH2:8][C@@H:9]1[CH2:13][CH2:12][N:11]([N:14]2[CH2:19][CH2:18][CH:17]([OH:20])[CH2:16][CH2:15]2)[C:10]1=[O:21].[F:31][C:32]1[CH:37]=[CH:36][C:35](B(O)O)=[CH:34][CH:33]=1.[C:41](=O)([O-:43])[O-:42].[Na+].[Na+]>C1COCC1.O.C(OCC)(=O)C.C1C=CC([P]([Pd]([P](C2C=CC=CC=2)(C2C=CC=CC=2)C2C=CC=CC=2)([P](C2C=CC=CC=2)(C2C=CC=CC=2)C2C=CC=CC=2)[P](C2C=CC=CC=2)(C2C=CC=CC=2)C2C=CC=CC=2)(C2C=CC=CC=2)C2C=CC=CC=2)=CC=1>[F:30][C:27]([F:28])([F:29])[C:41]([OH:43])=[O:42].[Cl:22][C:6]1[CH:5]=[C:4]([C:35]2[CH:36]=[CH:37][C:32]([F:31])=[CH:33][CH:34]=2)[CH:3]=[C:2]([Cl:1])[C:7]=1[CH2:8][C@@H:9]1[CH2:13][CH2:12][N:11]([N:14]2[CH2:15][CH2:16][CH:17]([OH:20])[CH2:18][CH2:19]2)[C:10]1=[O:21] |f:2.3.4,9.10,^1:62,64,83,102|. Reported procedure: Bring a mixture of trifluoro-methanesulfonic acid (R)-3,5-dichloro-4-[1-(4-hydroxy-piperidin-1-yl)-2-oxo-pyrrolidin-3-ylmethyl]-phenyl ester (0.102 g, 0.21 mmol), 4-fluorophenylboronic acid (0.035 g, 0.25 mmol), sodium carbonate (0.066 g, 0.62 mmol) in THF (10 mL) and water (3 mL) to 60° C. To the mixture at 60° C., add Pd(PPh3)4 (0.015 g, 0.011 mmol), raise the reaction temperature to 80° C., and stir for 2.5 hours. Cool the reaction, dilute with ethyl acetate, and wash with water and brine. Dr... As a reaction SMILES: [NH:1]1[C:10]2[C:5](=[CH:6][CH:7]=[C:8]([CH2:11][CH2:12][C:13]3[CH:23]=[CH:22][C:16]([C:17]([O:19]CC)=[O:18])=[CH:15][CH:14]=3)[N:9]=2)[CH2:4][CH2:3][CH2:2]1.[ClH:24]>>[ClH:24].[NH:1]1[C:10]2[C:5](=[CH:6][CH:7]=[C:8]([CH2:11][CH2:12][C:13]3[CH:14]=[CH:15][C:16]([C:17]([OH:19])=[O:18])=[CH:22][CH:23]=3)[N:9]=2)[CH2:4][CH2:3][CH2:2]1 |f:2.3|. The reactants are N1CCCC2=CC=C(N=C12)CCC1=CC=C(C(=O)OCC)C=C1 (Ethyl 4-[2-(1,2,3,4-tetrahydro-1,8-naphthyridin-7-yl)ethyl]benzoate), Cl (HCl). Reported procedure: Ester 37-5 (680 mg, 2.11 mmol) in 10 mL 6N HCl was heated to 50° C. for 18 hours. Concentration provided 34-7 as a yellow solid. Product: Cl.N1CCCC2=CC=C(N=C12)CCC1=CC=C(C(=O)O)C=C1 (4-[2-(1,2,3,4-Tetrahydro-1,8-naphthyridin-7-yl)ethyl]benzoic acid hydrochloride).